This data is from the Open Reaction Database (ORD), a public repository of structured organic reaction records. The task is: describe an organic reaction: reactants, conditions, products, and yield The reactants are C(=O)([O-])[O-].[K+].[K+] (K2CO3), BrCC(=O)OC(C)(C)C (tert-butyl 2-bromoacetate), CSC1=CC=C(C=C1)NS(=O)(=O)C (N-(4-(methylthio)phenyl)methanesulfonamide). Run in O (water), CN(C)C=O (DMF). Run at time 4 hour. Yields the product CSC1=CC=C(C=C1)N(S(=O)(=O)C)CC(=O)OC(C)(C)C (tert-butyl 2-(N-(4-(methylthio)phenyl)methylsulfonamido)acetate). Yield: 72.1%. As a reaction SMILES: [CH3:1][S:2][C:3]1[CH:8]=[CH:7][C:6]([NH:9][S:10]([CH3:13])(=[O:12])=[O:11])=[CH:5][CH:4]=1.C([O-])([O-])=O.[K+].[K+].Br[CH2:21][C:22]([O:24][C:25]([CH3:28])([CH3:27])[CH3:26])=[O:23]>CN(C=O)C.O>[CH3:1][S:2][C:3]1[CH:4]=[CH:5][C:6]([N:9]([CH2:21][C:22]([O:24][C:25]([CH3:28])([CH3:27])[CH3:26])=[O:23])[S:10]([CH3:13])(=[O:12])=[O:11])=[CH:7][CH:8]=1 |f:1.2.3|. Reported procedure: N-(4-(methylthio)phenyl)methanesulfonamide (200 mg, 0.920 mmol) was dissolved in DMF (3 ml). K2CO3 (254 mg, 1.841 mmol) and tert-butyl 2-bromoacetate (359 mg, 1.841 mmol) were added, and the reaction was stirred at RT for 4 hours. The reaction mixture was diluted with water and filtered. The precipitate was dissolved in EtOAc and extracted with water and HCl 1M, dried over Na2SO4 and concentrated under vacuum to give tert-butyl 2-(N-(4-(methylthio)phenyl)methylsulfonamido)acetate (220 mg, 72.1% ... Starting materials: CC1(OCC(CO1)(CN1C(=NC=C1)[N+](=O)[O-])CO)C (2,2-dimethyl-5-hydroxymethyl-5-[(2-nitro-1H-imidazol-1-yl)methyl]-1,3-dioxane), [Cl-].[NH4+] (ammonium chloride), O (water), C1(=CC=C(C=C1)S(=O)(=O)Cl)C (p-toluenesulfonyl chloride). Solvent: N1=CC=CC=C1 (pyridine). Reaction conditions: temperature 0 celsius, time 1 hour. The product is CC1(OCC(CO1)(COS(=O)(=O)C1=CC=C(C=C1)C)CN1C(=NC=C1)[N+](=O)[O-])C (2,2-dimethyl-5-[(2-nitro-1H-imidazol-1-yl)methyl]-5-(p-toluenesulfonyloxymethyl)-1,3-dioxane). Isolated yield 73.2%. RXN SMILES: [CH3:1][C:2]1([CH3:19])[O:7][CH2:6][C:5]([CH2:17][OH:18])([CH2:8][N:9]2[CH:13]=[CH:12][N:11]=[C:10]2[N+:14]([O-:16])=[O:15])[CH2:4][O:3]1.[C:20]1([CH3:30])[CH:25]=[CH:24][C:23]([S:26](Cl)(=[O:28])=[O:27])=[CH:22][CH:21]=1.[Cl-].[NH4+].O>N1C=CC=CC=1>[CH3:1][C:2]1([CH3:19])[O:3][CH2:4][C:5]([CH2:8][N:9]2[CH:13]=[CH:12][N:11]=[C:10]2[N+:14]([O-:16])=[O:15])([CH2:17][O:18][S:26]([C:23]2[CH:24]=[CH:25][C:20]([CH3:30])=[CH:21][CH:22]=2)(=[O:28])=[O:27])[CH2:6][O:7]1 |f:2.3|. Procedure details: 100 mg (0.369 mmol equivalents) of 2,2-dimethyl-5-hydroxymethyl-5-[(2-nitro-1H-imidazol-1-yl)methyl]-1,3-dioxane was dissolved in 4.0 mL of pyridine and cooled to 0° C., 77.3 mg (0.406 mmol equivalents) of p-toluenesulfonyl chloride was then added thereto, and the mixture was stirred at room temperature (25° C.) for 1 hours. After completion of the reaction, a saturated aqueous solution of ammonium chloride and water were added thereto, and the mixture was extracted three times with ethyl acetat... The reactants are S(CCO)CCO (2,2′-thiodiethanol), N1C=NC=C1 (imidazole), C(C)(C)(C)[Si](C1=CC=CC=C1)(C1=CC=CC=C1)Cl (t-butylchlorodiphenylsilane), C(C)(=O)OCC (ethyl acetate). Solvent: ClCCl (dichloromethane). Reaction conditions: time 14 hour. Yields the product [Si](C1=CC=CC=C1)(C1=CC=CC=C1)(C(C)(C)C)OCCSCCO (2-[2-(t-Butyldiphenylsilyloxy)ethylthio]ethanol). The yield is 54.2%. Reaction SMILES: [S:1]([CH2:5][CH2:6][OH:7])[CH2:2][CH2:3][OH:4].N1C=CN=C1.[C:13]([Si:17](Cl)([C:24]1[CH:29]=[CH:28][CH:27]=[CH:26][CH:25]=1)[C:18]1[CH:23]=[CH:22][CH:21]=[CH:20][CH:19]=1)([CH3:16])([CH3:15])[CH3:14].C(OCC)(=O)C>ClCCl>[Si:17]([O:4][CH2:3][CH2:2][S:1][CH2:5][CH2:6][OH:7])([C:13]([CH3:16])([CH3:15])[CH3:14])([C:24]1[CH:25]=[CH:26][CH:27]=[CH:28][CH:29]=1)[C:18]1[CH:23]=[CH:22][CH:21]=[CH:20][CH:19]=1. Procedure details: In dichloromethane (200 ml) were dissolved 2,2′-thiodiethanol (10.0 g, 81.8 mmol) and imidazole (4.70 g, 69.0 mmol), followed by the dropwise addition of t-butylchlorodiphenylsilane (15.0 ml, 57.7 mmol) at room temperature. After completion of the dropwise addition, the reaction mixture was stirred at room temperature for 14 hours. After concentration under reduced pressure, diethyl ether was added to the residue. Then, the insoluble matter was filtered off. The residue obtained by concentrating... Reactants: CC(=O)C (acetone), hydroxy acid, C[C@H]([C@H](C1=CC=CC=C1)O)NC (d-ephedrine). Run in C(C)(=O)OCC (ethyl acetate), C(C)(=O)OCC (ethyl acetate). Product: C[C@@H]([C@@H](C=1C=CC=CC1)O)NC (ephedrine), l-4-hydroxy-4-(p-fluorophenyl)butyric acid. RXN SMILES: [CH3:1][C@@H:2]([NH:11][CH3:12])[C@@H:3]([OH:10])[C:4]1[CH:9]=[CH:8][CH:7]=[CH:6][CH:5]=1.CC(C)=O>C(OCC)(=O)C>[CH3:1][C@H:2]([NH:11][CH3:12])[C@H:3]([OH:10])[C:4]1[CH:9]=[CH:8][CH:7]=[CH:6][CH:5]=1. Procedure: The hydroxy acid obtained above, 18.43 g. (0.093 mole) was dissolved in 200 ml. of ethyl acetate with gentle warming and to the solution was addeda solution of 15.04 g. (0.91 mole) of d-ephedrine, [α]578 =(+)11.4 (acetone), in 80 ml. ethyl acetate. The mixture was stirred at room temperature over night during which time a crop of crystals formed, was removed by filtration and air dried to obtain 18.3 g., M.P. 97°-99° C. This material was recrystallized by dissolving itin a minimum amount of hot ... The reactants are BrCc1ccccc1, CC(C)(C)OC(=O)N1CCC(O)C1, [H-], [Na+], C1CCOC1, O. The product is CC(C)(C)OC(=O)N1CCC(OCc2ccccc2)C1. As a reaction SMILES: [Br:16][CH2:17][c:18]1[cH:19][cH:20][cH:21][cH:22][cH:23]1.[C:3](=[O:4])([O:5][C:6]([CH3:7])([CH3:8])[CH3:9])[N:10]1[CH2:11][CH:12]([OH:15])[CH2:13][CH2:14]1.[H-:1].[Na+:2].[O:24]1[CH2:25][CH2:26][CH2:27][CH2:28]1.[OH2:29]>>[C:3](=[O:4])([O:5][C:6]([CH3:7])([CH3:8])[CH3:9])[N:10]1[CH2:11][CH:12]([O:15][CH2:17][c:18]2[cH:19][cH:20][cH:21][cH:22][cH:23]2)[CH2:13][CH2:14]1. Reactants: C1=CC=CC=2C3=CC=CC=C3C(C12)COC(=O)N[C@H](C(NCCOCCOCCOCCC(=O)OC(C)(C)C)=O)CSC[C@@H](COCCCCCCCCCCCC)OCCCCCCCCCCCC ((15R,19R)-tert-butyl 15-((((9H-fluoren-9-yl)methoxy)carbonyl)amino)-19-(dodecyloxy)-14-oxo-4,7,10,21-tetraoxa-17-thia-13-azatritriacontan-1-oate), N1CCCCC1 (piperidine). The solvent is C1CCOC1.CN(C)C=O (THF DMF). Reaction conditions: temperature 25 celsius, time 15 minute. Product: N[C@H](C(NCCOCCOCCOCCC(=O)OC(C)(C)C)=O)CSC[C@@H](COCCCCCCCCCCCC)OCCCCCCCCCCCC ((15R,19R)-tert-butyl 15-amino-19-(dodecyloxy)-14-oxo-4,7,10,21-tetraoxa-17-thia-13-azatritriacontan-1-oate). RXN SMILES: C1C2C(COC([NH:18][C@@H:19]([CH2:41][S:42][CH2:43][C@H:44]([O:59][CH2:60][CH2:61][CH2:62][CH2:63][CH2:64][CH2:65][CH2:66][CH2:67][CH2:68][CH2:69][CH2:70][CH3:71])[CH2:45][O:46][CH2:47][CH2:48][CH2:49][CH2:50][CH2:51][CH2:52][CH2:53][CH2:54][CH2:55][CH2:56][CH2:57][CH3:58])[C:20](=[O:40])[NH:21][CH2:22][CH2:23][O:24][CH2:25][CH2:26][O:27][CH2:28][CH2:29][O:30][CH2:31][CH2:32][C:33]([O:35][C:36]([CH3:39])([CH3:38])[CH3:37])=[O:34])=O)C3C(=CC=CC=3)C=2C=CC=1.N1CCCCC1>C1COCC1.CN(C=O)C>[NH2:18][C@@H:19]([CH2:41][S:42][CH2:43][C@H:44]([O:59][CH2:60][CH2:61][CH2:62][CH2:63][CH2:64][CH2:65][CH2:66][CH2:67][CH2:68][CH2:69][CH2:70][CH3:71])[CH2:45][O:46][CH2:47][CH2:48][CH2:49][CH2:50][CH2:51][CH2:52][CH2:53][CH2:54][CH2:55][CH2:56][CH2:57][CH3:58])[C:20](=[O:40])[NH:21][CH2:22][CH2:23][O:24][CH2:25][CH2:26][O:27][CH2:28][CH2:29][O:30][CH2:31][CH2:32][C:33]([O:35][C:36]([CH3:37])([CH3:38])[CH3:39])=[O:34] |f:2.3|. Reported procedure: To a solution of (15R,19R)-tert-butyl 15-((((9H-fluoren-9-yl)methoxy)carbonyl)amino)-19-(dodecyloxy)-14-oxo-4,7,10,21-tetraoxa-17-thia-13-azatritriacontan-1-oate (1 eq) was added 20% piperidine (50 eq) in 4:1 THF/DMF. The resulting solution was stirred for 15 minutes at 25° C. and then concentrated en vaccuo. The crude mixture was purified by flash chromatography on a COMBIFLASH® system (ISCO) using 0-10% MeOH/DCM to give the title product as a white solid.